Dataset: the Open Reaction Database (ORD), a public repository of structured organic reaction records. Task: describe an organic reaction: reactants, conditions, products, and yield Reactants: NC1=C2N=CN(C2=NC(=N1)SCC)CC1=CC=CC=C1 (6-Amino-9-benzyl-2-ethylthiopurine), BrBr (bromine), S(=S)(=O)([O-])[O-].[Na+].[Na+] (sodium thiosulfate). The solvent is C(Cl)Cl (methylene chloride). Reported procedure: 6-Amino-9-benzyl-2-ethylthiopurine (214 mg, 0.75 mmol) and bromine (0.5 ml) were dissolved in 100 ml of methylene chloride and the solution was stirred at room temperature for 7 hours. Aqueous sodium thiosulfate was added to the reaction mixture. The organic layer was separated, dried on magnesium sulfate and filtered. The solvent in the filtrate was evaporated in vacuo. The residue was purified with silica gel chromatography (1% methanol/chloroform) to give the subject compound (43 mg, yield 16... Reaction SMILES: [NH2:1][C:2]1[N:10]=[C:9]([S:11][CH2:12][CH3:13])[N:8]=[C:7]2[C:3]=1[N:4]=[CH:5][N:6]2[CH2:14][C:15]1[CH:20]=[CH:19][CH:18]=[CH:17][CH:16]=1.[Br:21]Br.S([O-])([O-])(=O)=S.[Na+].[Na+]>C(Cl)Cl>[NH2:1][C:2]1[N:10]=[C:9]([S:11][CH2:12][CH3:13])[N:8]=[C:7]2[C:3]=1[N:4]=[C:5]([Br:21])[N:6]2[CH2:14][C:15]1[CH:20]=[CH:19][CH:18]=[CH:17][CH:16]=1 |f:2.3.4|. The yield is 16.0%. Product: NC1=C2N=C(N(C2=NC(=N1)SCC)CC1=CC=CC=C1)Br (6-Amino-9-benzyl-8-bromo-2-ethylthiopurine). Conditions: time 7 hour. Starting materials: N1CCCCC1 (piperidine), C(=O)C1=C(C(=O)OC)C=CC=C1 (methyl 2-formylbenzoate), C(C)OC(C(CC(=O)OCC)=O)OCC (ethyl 4,4-diethoxyacetoacetate), C(C)(=O)O (acetic acid). The solvent is C1=CC=CC=C1 (benzene), C1=CC=CC=C1 (benzene). The product is COC(=O)C1=C(C=C(C(=O)OCC)C(=O)C(OCC)OCC)C=CC=C1 (ethyl 2-(2-methoxycarbonylbenzyliden)-4,4-diethoxyacetoacetate). The yield is 116.3%. Reaction SMILES: [CH:1]([C:3]1[CH:12]=[CH:11][CH:10]=[CH:9][C:4]=1[C:5]([O:7][CH3:8])=[O:6])=O.[CH2:13]([O:15][CH:16]([O:25][CH2:26][CH3:27])[C:17](=[O:24])[CH2:18][C:19]([O:21][CH2:22][CH3:23])=[O:20])[CH3:14].C(O)(=O)C.N1CCCCC1>C1C=CC=CC=1>[CH3:8][O:7][C:5]([C:4]1[CH:9]=[CH:10][CH:11]=[CH:12][C:3]=1[CH:1]=[C:18]([C:17]([CH:16]([O:15][CH2:13][CH3:14])[O:25][CH2:26][CH3:27])=[O:24])[C:19]([O:21][CH2:22][CH3:23])=[O:20])=[O:6]. Procedure: To a mixture of methyl 2-formylbenzoate (4.92 g), ethyl 4,4-diethoxyacetoacetate (7.2 g) and acetic acid (0.36 g) in benzene (15 ml) was added portionwise each one third portion of a solution of piperidine (306 mg) in benzene (5 ml) for each 20 minutes' interval, and the mixture was heated to reflux for 3 hours under removing off azeotropically the resulting water. After cooling, the reaction mixture was diluted with additional benzene (25 ml), washed three times with water and successively with...